From a dataset of the Open Reaction Database (ORD), a public repository of structured organic reaction records. describe an organic reaction: reactants, conditions, products, and yield Reactants: COc1cc2ccnc(OC3CC(C(=O)O)N(C(=O)OC(C)(C)C)C3)c2cc1Br, CO, C[Si](C)(C)C=[N+]=[N-]. The product is COC(=O)C1CC(Oc2nccc3cc(OC)c(Br)cc23)CN1C(=O)OC(C)(C)C. RXN SMILES: [Br:1][c:2]1[c:3]([O:28][CH3:29])[cH:4][c:5]2[cH:6][cH:7][n:8][c:9]([O:12][CH:13]3[CH2:14][CH:15]([C:25](=[O:26])[OH:27])[N:16]([C:18](=[O:19])[O:20][C:21]([CH3:22])([CH3:23])[CH3:24])[CH2:17]3)[c:10]2[cH:11]1.[CH3:37][OH:38].[Si:30]([CH3:31])([CH:32]=[N+:33]=[N-:34])([CH3:35])[CH3:36]>>[Br:1][c:2]1[c:3]([O:28][CH3:29])[cH:4][c:5]2[cH:6][cH:7][n:8][c:9]([O:12][CH:13]3[CH2:14][CH:15]([C:25](=[O:26])[O:27][CH3:31])[N:16]([C:18](=[O:19])[O:20][C:21]([CH3:22])([CH3:23])[CH3:24])[CH2:17]3)[c:10]2[cH:11]1. Reactants: O=C([O-])O, C1CCOC1, ClCCl, CNC, Cc1nc2cccc(NC(=O)CCl)c2c(=O)n1C1CCC(=O)NC1=O, Cl, [Na+], CN(C)C=O, O. Product: Cc1nc2cccc(NC(=O)CN(C)C)c2c(=O)n1C1CCC(=O)NC1=O, Cl. Reaction SMILES: [C:34](=[O:35])([O-:36])[OH:37].[CH2:29]1[O:30][CH2:31][CH2:32][CH2:33]1.[CH2:45]([Cl:46])[Cl:47].[CH3:26][NH:27][CH3:28].[Cl:1][CH2:2][C:3](=[O:4])[NH:5][c:6]1[c:7]2[c:8](=[O:25])[n:9]([CH:17]3[C:18](=[O:24])[NH:19][C:20](=[O:23])[CH2:21][CH2:22]3)[c:10]([CH3:16])[n:11][c:12]2[cH:13][cH:14][cH:15]1.[ClH:39].[Na+:38].[O:40]=[CH:41][N:42]([CH3:43])[CH3:44].[OH2:48]>>[CH2:2]([C:3](=[O:4])[NH:5][c:6]1[c:7]2[c:8](=[O:25])[n:9]([CH:17]3[C:18](=[O:24])[NH:19][C:20](=[O:23])[CH2:21][CH2:22]3)[c:10]([CH3:16])[n:11][c:12]2[cH:13][cH:14][cH:15]1)[N:27]([CH3:26])[CH3:28].[ClH:1].